From a dataset of the Open Reaction Database (ORD), a public repository of structured organic reaction records. describe an organic reaction: reactants, conditions, products, and yield Reactants: C1(=CC=C(C=C1)S(=O)(=O)N1CC2=CC=C(C=C2C1)CN1C(C=2C(C1=O)=CC=CC2)=O)C (2-(p-toluenesulfonyl)-5-phthalimidomethylisoindoline), O.NN (hydrazine hydrate), O (water). The solvent is CO (methanol). The product is C1(=CC=C(C=C1)S(=O)(=O)N1CC2=CC=C(C=C2C1)CN)C (2-(p-toluenesulfonyl)-5-aminomethylisoindoline). Isolated yield 99.3%. Reaction SMILES: [C:1]1([CH3:31])[CH:6]=[CH:5][C:4]([S:7]([N:10]2[CH2:18][C:17]3[C:12](=[CH:13][CH:14]=[C:15]([CH2:19][N:20]4C(=O)C5=CC=CC=C5C4=O)[CH:16]=3)[CH2:11]2)(=[O:9])=[O:8])=[CH:3][CH:2]=1.O.NN.O>CO>[C:1]1([CH3:31])[CH:2]=[CH:3][C:4]([S:7]([N:10]2[CH2:18][C:17]3[C:12](=[CH:13][CH:14]=[C:15]([CH2:19][NH2:20])[CH:16]=3)[CH2:11]2)(=[O:9])=[O:8])=[CH:5][CH:6]=1 |f:1.2|. Procedure: 21.6 g of 2-(p-toluenesulfonyl)-5-phthalimidomethylisoindoline and 5 ml of hydrazine hydrate was dissolved in 300 ml of methanol and the solution was heated under reflux for 2 hours. After reaction mixture was allowed to cool, 50 ml of water was added to it. The mixture was concentrated to a half volume under reduced pressure. To the residue 500 ml of 10% aqueous sodium hydroxide and 1 liter of chloroform were added and the whole mixture was thoroughly shaken. The chloroform layer was separated ... Yields the product CC(C)CN(C)c1cc2c(cc1C#N)NC(=O)CC(c1cccc(-n3nncc3CN3CCCC3)c1)=N2. As a reaction SMILES: [CH2:39]1[CH2:40][CH2:41][NH:42][CH2:43]1.[Cl-:38].[Cl:44][CH2:45][Cl:46].[O:47]=[CH:48][N:49]([CH3:50])[CH3:51].[OH:1][CH2:2][c:3]1[cH:4][n:5][n:6][n:7]1-[c:8]1[cH:9][c:10]([C:14]2=[N:20][c:19]3[c:18]([cH:24][c:23]([C:25]#[N:26])[c:22]([N:27]([CH3:28])[CH2:29][CH:30]([CH3:31])[CH3:32])[cH:21]3)[NH:17][C:16](=[O:33])[CH2:15]2)[cH:11][cH:12][cH:13]1.[S:34]([Cl:35])([Cl:36])=[O:37]>>[CH2:2]([c:3]1[cH:4][n:5][n:6][n:7]1-[c:8]1[cH:9][c:10]([C:14]2=[N:20][c:19]3[c:18]([cH:24][c:23]([C:25]#[N:26])[c:22]([N:27]([CH3:28])[CH2:29][CH:30]([CH3:31])[CH3:32])[cH:21]3)[NH:17][C:16](=[O:33])[CH2:15]2)[cH:11][cH:12][cH:13]1)[N:42]1[CH2:41][CH2:40][CH2:39][CH2:43]1. Starting materials: C1CCNC1, [Cl-], ClCCl, CN(C)C=O, CC(C)CN(C)c1cc2c(cc1C#N)NC(=O)CC(c1cccc(-n3nncc3CO)c1)=N2, O=S(Cl)Cl.